Dataset: the Open Reaction Database (ORD), a public repository of structured organic reaction records. Task: describe an organic reaction: reactants, conditions, products, and yield Reactants: COC=1C=C(C=C(C1OC)OC)C1=NC=CC(=C1)CN1CCC(CC1)=O ([2-(3,4,5-Trimethoxyphenyl)pyridin-4-yl]methyl-4-piperidone), COC=1C=C(N)C=C(C1)OC (3,5-dimethoxyaniline). Reported procedure: 1-[[2-(3,4,5-Trimethoxyphenyl)pyridin-4-yl]methyl-4-piperidone (1.40 g) and 3,5-dimethoxyaniline (722 mg) were treated in the same manner as described in Preparation Example 37 to give the title compound. Reaction SMILES: [CH3:1][O:2][C:3]1[CH:4]=[C:5]([C:13]2[CH:18]=[C:17]([CH2:19][N:20]3[CH2:25][CH2:24][C:23](=O)[CH2:22][CH2:21]3)[CH:16]=[CH:15][N:14]=2)[CH:6]=[C:7]([O:11][CH3:12])[C:8]=1[O:9][CH3:10].[CH3:27][O:28][C:29]1[CH:30]=[C:31]([CH:33]=[C:34]([O:36][CH3:37])[CH:35]=1)[NH2:32]>>[CH3:37][O:36][C:34]1[CH:33]=[C:31]([NH:32][CH:23]2[CH2:22][CH2:21][N:20]([CH2:19][C:17]3[CH:16]=[CH:15][N:14]=[C:13]([C:5]4[CH:4]=[C:3]([O:2][CH3:1])[C:8]([O:9][CH3:10])=[C:7]([O:11][CH3:12])[CH:6]=4)[CH:18]=3)[CH2:25][CH2:24]2)[CH:30]=[C:29]([O:28][CH3:27])[CH:35]=1. Yields the product COC=1C=C(C=C(C1)OC)NC1CCN(CC1)CC1=CC(=NC=C1)C1=CC(=C(C(=C1)OC)OC)OC (4-(3,5-Dimethoxyphenylamino)-1-[[2-(3,4,5-trimethoxyphenyl)pyridin-4-yl]methyl]piperidine). Starting materials: OCC1(CC1)CC(=O)O (2-[1-(hydroxymethyl)cyclopropyl]acetic acid), OCC1(CC1)CC(=O)O (1-(hydroxymethyl)cyclopropyl acetic acid), C(C)O (ethanol). Reagents/catalysts: S(O)(O)(=O)=O (sulfuric acid). Reaction conditions: time 8 hour. Yields the product OCC1(CC1)CC(=O)OCC (Ethyl 2-[1-(hydroxymethyl)-cyclopropyl]acetate). As a reaction SMILES: [OH:1][CH2:2][C:3]1([CH2:6][C:7]([OH:9])=[O:8])[CH2:5][CH2:4]1.[CH2:10](O)[CH3:11]>S(=O)(=O)(O)O>[OH:1][CH2:2][C:3]1([CH2:6][C:7]([O:9][CH2:10][CH3:11])=[O:8])[CH2:5][CH2:4]1. Reported procedure: 6.0 g 2-[1-(hydroxymethyl)cyclopropyl]acetic acid (compound (13) was dissolved in 120 ml ethanol followed by addition of 6 drops of conc. sulfuric acid. The mixture was stirred at room temperature overnight. The mixture was concentrated partly to remove ˜40 ml ethanol and further stirred at room temperature (“rt”) for another day. The mixture was neutralized to pH˜7 (using ˜3 ml aq. saturated NaHCO3) and concentrated in vacuo. After re-dissolving in ethylacetate (200 ml), it was washed with brin... Starting materials: CS(C)=O, CO, CCN(C(C)C)C(C)C, Cc1cc2nc(NC(=O)c3ccc(C(C)(C)O)cc3)cc(Cl)n2n1, Cl, NC(=O)NC1CCNCC1, CN(C)C=O. Product: Cc1cc2nc(NC(=O)c3ccc(C(C)(C)O)cc3)cc(N3CCC(NC(N)=O)CC3)n2n1. Reaction SMILES: [CH3:50][S:51]([CH3:52])=[O:53].[CH3:54][OH:55].[CH:36]([N:37]([CH2:38][CH3:39])[CH:40]([CH3:41])[CH3:42])([CH3:43])[CH3:44].[Cl:1][c:2]1[cH:3][c:4]([NH:12][C:13]([c:14]2[cH:15][cH:16][c:17]([C:20]([CH3:21])([CH3:22])[OH:23])[cH:18][cH:19]2)=[O:24])[n:5][c:6]2[n:7]1[n:8][c:9]([CH3:11])[cH:10]2.[ClH:25].[NH:26]1[CH2:27][CH2:28][CH:29]([NH:32][C:33](=[O:34])[NH2:35])[CH2:30][CH2:31]1.[O:45]=[CH:46][N:47]([CH3:48])[CH3:49]>>[c:2]1([N:26]2[CH2:27][CH2:28][CH:29]([NH:32][C:33](=[O:34])[NH2:35])[CH2:30][CH2:31]2)[cH:3][c:4]([NH:12][C:13]([c:14]2[cH:15][cH:16][c:17]([C:20]([CH3:21])([CH3:22])[OH:23])[cH:18][cH:19]2)=[O:24])[n:5][c:6]2[n:7]1[n:8][c:9]([CH3:11])[cH:10]2. The reactants are BrC1=C(N=C2N1N=CC=C2N2CCOCC2)COC2=NC1=CC=CC=C1C=C2 (2-((3-Bromo-8-morpholinoimidazo[1,2-b]pyridazin-2-yl)methoxy)quinoline), CC1(OB(OC1(C)C)C=1C=CC(=NC1)C#N)C (5-(4,4,5,5-tetramethyl-1,3,2-dioxaborolan-2-yl)picolinonitrile). Yields the product O1CCN(CC1)C=1C=2N(N=CC1)C(=C(N2)COC2=NC1=CC=CC=C1C=C2)C=2C=CC(=NC2)C#N (5-(8-morpholino-2-((quinolin-2-yloxy)methyl)imidazo[1,2-b]pyridazin-3-yl)picolinonitrile). As a reaction SMILES: Br[C:2]1[N:6]2[N:7]=[CH:8][CH:9]=[C:10]([N:11]3[CH2:16][CH2:15][O:14][CH2:13][CH2:12]3)[C:5]2=[N:4][C:3]=1[CH2:17][O:18][C:19]1[CH:28]=[CH:27][C:26]2[C:21](=[CH:22][CH:23]=[CH:24][CH:25]=2)[N:20]=1.CC1(C)C(C)(C)OB([C:37]2[CH:38]=[CH:39][C:40]([C:43]#[N:44])=[N:41][CH:42]=2)O1>>[O:14]1[CH2:15][CH2:16][N:11]([C:10]2[C:5]3[N:6]([C:2]([C:37]4[CH:38]=[CH:39][C:40]([C:43]#[N:44])=[N:41][CH:42]=4)=[C:3]([CH2:17][O:18][C:19]4[CH:28]=[CH:27][C:26]5[C:21](=[CH:22][CH:23]=[CH:24][CH:25]=5)[N:20]=4)[N:4]=3)[N:7]=[CH:8][CH:9]=2)[CH2:12][CH2:13]1. Procedure details: Compound 83b was reacted under Suzuki coupling conditions with 5-(4,4,5,5-tetramethyl-1,3,2-dioxaborolan-2-yl)picolinonitrile using the procedures described in Example 1, Step E to afford compound 83c as a white solid. Mass Spectrum (LCMS, ESI pos.) Calcd. For C26H21N7O2: 464.2 (M+H). Found 464.2. Reactants: CN1CCCC(O)(c2cccc3c2ccn3C)C1, Cl, [Na+], [OH-]. The product is CN1CCC=C(c2cccc3c2ccn3C)C1. Reaction SMILES: [CH3:1][N:2]1[CH2:3][C:4]([OH:8])([c:9]2[c:10]3[cH:11][cH:12][n:13]([CH3:18])[c:14]3[cH:15][cH:16][cH:17]2)[CH2:5][CH2:6][CH2:7]1.[ClH:21].[Na+:20].[OH-:19]>>[CH3:1][N:2]1[CH2:3][C:4]([c:9]2[c:10]3[cH:11][cH:12][n:13]([CH3:18])[c:14]3[cH:15][cH:16][cH:17]2)=[CH:5][CH2:6][CH2:7]1. Reactants: C(=O)([O-])[O-].[K+].[K+] (K2CO3), C(C)I (ethyl iodide), FC1=CC=C(C=C1)S(=O)(=O)N[C@H](C(=O)OC)C(C)O (methyl (2S)-2-[(4-fluorophenyl)sulfonylamino]-3-hydroxy-butanoate). The solvent is C(C)(=O)OCC (ethyl acetate), CN(C)C=O (DMF). Reaction conditions: time 8 hour. Product: C(C)N([C@H](C(=O)OC)C(C)O)S(=O)(=O)C1=CC=C(C=C1)F (methyl (2S)-2-[ethyl-(4-fluorophenyl)sulfonyl-amino]-3-hydroxy-butanoate). Yield: 93.0%. RXN SMILES: [F:1][C:2]1[CH:7]=[CH:6][C:5]([S:8]([NH:11][C@@H:12]([CH:17]([OH:19])[CH3:18])[C:13]([O:15][CH3:16])=[O:14])(=[O:10])=[O:9])=[CH:4][CH:3]=1.C([O-])([O-])=O.[K+].[K+].[CH2:26](I)[CH3:27]>CN(C=O)C.C(OCC)(=O)C>[CH2:26]([N:11]([S:8]([C:5]1[CH:4]=[CH:3][C:2]([F:1])=[CH:7][CH:6]=1)(=[O:9])=[O:10])[C@@H:12]([CH:17]([OH:19])[CH3:18])[C:13]([O:15][CH3:16])=[O:14])[CH3:27] |f:1.2.3|. Procedure: Compound 9A (1 g, 3.0 mmol) dissolved in DMF (10 ml) was added with K2CO3 (1.1 equiv., 456 mg) and ethyl iodide (1.1 equiv., 0.316 ml) and the reaction was stirred at rt overnight. The reaction was diluted with ethyl acetate and washed several times with water and finally with Brine. The organic phase was dried over sodium sulfate and concentrated under vacuum. The purification of the crude residue by crystallization from ethyl ether and petroleum ether afforded 895 mg of a semisolid. Yield=93%.... Reactants: COC1=C(CN(S(=O)(=O)C2=C(C=C(C(=C2)F)O[C@@H]2[C@H](C[C@H](C2)O)C2=CC=NN2C)F)C2=NC=NC=C2)C=CC(=C1)OC (N-(2,4-dimethoxybenzyl)-2,5-difluoro-4-{[(1S*,2R*,4R*)-4-hydroxy-2-(1-methyl-1H-pyrazol-5-yl)cyclopentyl]oxy}-N-(pyrimidin-4-yl)benzenesulfonamide), S(=O)(=O)(OC)OC (dimethyl sulfate), [H-].[Na+] (sodium hydride). Run in C1CCOC1 (THF). The product is COC1=C(CN(S(=O)(=O)C2=C(C=C(C(=C2)F)O[C@@H]2[C@H](C[C@H](C2)OC)C2=CC=NN2C)F)C2=NC=NC=C2)C=CC(=C1)OC (N-(2,4-Dimethoxybenzyl)-2,5-difluoro-4-{[(1S*,2R*,4R*)-4-methoxy-2-(1-methyl-1H-pyrazol-5-yl)cyclopentyl]oxy}-N-(pyrimidin-4-yl)benzenesulfonamide). The yield is 53.1%. As a reaction SMILES: [CH3:1][O:2][C:3]1[CH:40]=[C:39]([O:41][CH3:42])[CH:38]=[CH:37][C:4]=1[CH2:5][N:6]([C:31]1[CH:36]=[CH:35][N:34]=[CH:33][N:32]=1)[S:7]([C:10]1[CH:15]=[C:14]([F:16])[C:13]([O:17][C@H:18]2[CH2:22][C@H:21]([OH:23])[CH2:20][C@@H:19]2[C:24]2[N:28]([CH3:29])[N:27]=[CH:26][CH:25]=2)=[CH:12][C:11]=1[F:30])(=[O:9])=[O:8].S(OC)(O[CH3:47])(=O)=O.[H-].[Na+]>C1COCC1>[CH3:1][O:2][C:3]1[CH:40]=[C:39]([O:41][CH3:42])[CH:38]=[CH:37][C:4]=1[CH2:5][N:6]([C:31]1[CH:36]=[CH:35][N:34]=[CH:33][N:32]=1)[S:7]([C:10]1[CH:15]=[C:14]([F:16])[C:13]([O:17][C@H:18]2[CH2:22][C@H:21]([O:23][CH3:47])[CH2:20][C@@H:19]2[C:24]2[N:28]([CH3:29])[N:27]=[CH:26][CH:25]=2)=[CH:12][C:11]=1[F:30])(=[O:8])=[O:9] |f:2.3|. Procedure: The reaction and aftertreatment were conducted in the same manner as in Example 1a by using the N-(2,4-dimethoxybenzyl)-2,5-difluoro-4-{[(1S*,2R*,4R*)-4-hydroxy-2-(1-methyl-1H-pyrazol-5-yl)cyclopentyl]oxy}-N-(pyrimidin-4-yl)benzenesulfonamide (120 mg, 0.199 mmol) prepared in Example 121c, dimethyl sulfate (18.8 μL, 0.199 mmol), sodium hydride (63%; 11.1 mg, 0.291 mmol) and THF (2.0 mL), to yield the title compound (65.0 mg, 53%) as a colorless oil. Reactants: FC=1C=C(N)C=CC1F (3,4-difluoroaniline), C(C(=O)C)(=O)OCC (ethyl pyruvate). The product is C(C)OC([C@@H](NC1=CC(=C(C=C1)F)F)C)=O (N-(3,4-difluorophenyl)alanine ethyl ester). As a reaction SMILES: [F:1][C:2]1[CH:3]=[C:4]([CH:6]=[CH:7][C:8]=1[F:9])[NH2:5].[C:10]([O:15][CH2:16][CH3:17])(=[O:14])[C:11]([CH3:13])=O>>[CH2:16]([O:15][C:10](=[O:14])[C@H:11]([CH3:13])[NH:5][C:4]1[CH:6]=[CH:7][C:8]([F:9])=[C:2]([F:1])[CH:3]=1)[CH3:17]. Procedure: Following General Procedure AA above and using 3,4-difluoroaniline (Aldrich) and ethyl pyruvate (Aldrich), the title compound was prepared. The reaction was monitored by tlc on silica gel (Rf=0.4 in 25% EtOAc/hexanes) and purification was by preparative plate chromatography (silica gel using 25% EtOAc/hexanes as the eluant). The reactants are C(C)(=O)NC=1C=C(C=CC1)S(=O)(=O)O (3-acetamidobenzenesulfonic acid), [OH-].[Na+] (NaOH). The solvent is O (water). Run at time 4 hour. Yields the product C(C)(=O)NC=1C=C(C=CC1)S(=O)(=O)[O-].[Na+] (Sodium 3-acetamidobenzenesulfonate). Reaction SMILES: [C:1]([NH:4][C:5]1[CH:6]=[C:7]([S:11]([OH:14])(=[O:13])=[O:12])[CH:8]=[CH:9][CH:10]=1)(=[O:3])[CH3:2].[OH-].[Na+:16]>O>[C:1]([NH:4][C:5]1[CH:6]=[C:7]([S:11]([O-:14])(=[O:12])=[O:13])[CH:8]=[CH:9][CH:10]=1)(=[O:3])[CH3:2].[Na+:16] |f:1.2,4.5|. Procedure details: A solution of 118.6 mg (0.55 mmol) of 3-acetamidobenzenesulfonic acid in 0.5 mL of water was treated with 0.55 mL (0.55 mmol) of 1.0N NaOH at 0° C. After stirring at room temperature for 4 hours, the mixture was concentrated to dryness and used without subsequent purification. The reactants are CCOC(=O)C (EtOAc), C(C=1C(N)=CC=CC1)#N (anthranilonitrile), C(C)(C)[Mg]Cl (i-propylmagnesium chloride). The solvent is CCCCCC (hexane), CCOCC (Et2O), CCOCC (Et2O). Run at time 4.5 hour. The product is NC1=C(C=CC=C1)C(C(C)C)=O (1-(2-aminophenyl)-2-methyl-1-propanone). The yield is 93.0%. As a reaction SMILES: [C:1](#N)[C:2]1[C:3](=[CH:5][CH:6]=[CH:7][CH:8]=1)[NH2:4].[CH:10]([Mg]Cl)([CH3:12])[CH3:11].CC[O:17]C(C)=O>CCOCC.CCCCCC>[NH2:4][C:3]1[CH:5]=[CH:6][CH:7]=[CH:8][C:2]=1[C:1](=[O:17])[CH:10]([CH3:12])[CH3:11]. Procedure: A solution of anthranilonitrile (8.507 gm, 72 mmol) in dry Et2O (20 ml) was added to i-propylmagnesium chloride (2.0M in Et2O, 100 ml, 200 mmol) in dry Et2O (30 ml) at 0° C. over a 15 minute period. After the addition was complete, the mixture was warmed to room temperature and stirred for 4.5 hours. The solution was cooled to 0° C., quenched with 10% HCl (150 ml), then stirred for 25 minutes. The aqueous layer was made basic with solid NaOH (25 gm) and then extracted with Et2O (3×). The combine...